Dataset: the Open Reaction Database (ORD), a public repository of structured organic reaction records. Task: describe an organic reaction: reactants, conditions, products, and yield The product is C=C(C)CC(OC(C)=O)C(Cl)(Cl)Cl. Starting materials: CC(=O)OC(C)=O, C=C(C)CC(O)C(Cl)(Cl)Cl, O, c1ccncc1. As a reaction SMILES: [CH3:11][C:12](=[O:13])[O:14][C:15](=[O:16])[CH3:17].[Cl:1][C:2]([CH:3]([CH2:4][C:5](=[CH2:6])[CH3:7])[OH:8])([Cl:9])[Cl:10].[OH2:18].[cH:19]1[cH:20][cH:21][n:22][cH:23][cH:24]1>>[Cl:1][C:2]([CH:3]([CH2:4][C:5](=[CH2:6])[CH3:7])[O:8][C:12]([CH3:11])=[O:13])([Cl:9])[Cl:10]. Starting materials: O=C(O)CNC(=O)c1ccccc1, CCN=C=NCCCN(C)C, CCN(C(C)C)C(C)C, Cl, Cl, O=C(c1ccccc1C(F)(F)F)N1CCNCC1, CN(C)C=O, O, On1nnc2ccccc21. Yields the product O=C(NCC(=O)N1CCN(C(=O)c2ccccc2C(F)(F)F)CC1)c1ccccc1. Reaction SMILES: [C:10]([c:11]1[cH:12][cH:13][cH:14][cH:15][cH:16]1)(=[O:17])[NH:18][CH2:19][C:20](=[O:21])[OH:22].[CH3:33][CH2:34][N:35]=[C:36]=[N:37][CH2:38][CH2:39][CH2:40][N:41]([CH3:42])[CH3:43].[CH:1]([N:2]([CH2:3][CH3:4])[CH:5]([CH3:6])[CH3:7])([CH3:8])[CH3:9].[ClH:44].[ClH:45].[N:46]1([C:52](=[O:53])[c:54]2[c:55]([C:60]([F:61])([F:62])[F:63])[cH:56][cH:57][cH:58][cH:59]2)[CH2:47][CH2:48][NH:49][CH2:50][CH2:51]1.[O:64]=[CH:65][N:66]([CH3:67])[CH3:68].[OH2:69].[OH:23][n:24]1[c:25]2[c:26]([cH:27][cH:28][cH:29][cH:30]2)[n:31][n:32]1>>[C:10]([c:11]1[cH:12][cH:13][cH:14][cH:15][cH:16]1)(=[O:17])[NH:18][CH2:19][C:20](=[O:22])[N:49]1[CH2:48][CH2:47][N:46]([C:52](=[O:53])[c:54]2[c:55]([C:60]([F:61])([F:62])[F:63])[cH:56][cH:57][cH:58][cH:59]2)[CH2:51][CH2:50]1.